From a dataset of the Open Reaction Database (ORD), a public repository of structured organic reaction records. describe an organic reaction: reactants, conditions, products, and yield Reactants: COc1cc(CC(=O)O)ccc1NC(=O)Nc1ccccc1Br, CCOC(C)=O, CC(N)COc1ccc(C(=O)OCc2ccccc2)cc1, CN(C)C=O, On1nnc2ccccc21. Yields the product COc1cc(CC(=O)NC(C)COc2ccc(C(=O)OCc3ccccc3)cc2)ccc1NC(=O)Nc1ccccc1Br. Reaction SMILES: [CH3:1][O:2][c:3]1[cH:4][c:5]([CH2:20][C:21](=[O:22])[OH:23])[cH:6][cH:7][c:8]1[NH:9][C:10](=[O:11])[NH:12][c:13]1[c:14]([Br:19])[cH:15][cH:16][cH:17][cH:18]1.[CH3:60][CH2:61][O:62][C:63]([CH3:64])=[O:65].[NH2:24][CH:25]([CH2:26][O:27][c:28]1[cH:29][cH:30][c:31]([C:32](=[O:33])[O:34][CH2:35][c:36]2[cH:37][cH:38][cH:39][cH:40][cH:41]2)[cH:42][cH:43]1)[CH3:44].[O:55]=[CH:56][N:57]([CH3:58])[CH3:59].[OH:45][n:46]1[c:47]2[c:48]([cH:49][cH:50][cH:51][cH:52]2)[n:53][n:54]1>>[CH3:1][O:2][c:3]1[cH:4][c:5]([CH2:20][C:21](=[O:23])[NH:24][CH:25]([CH2:26][O:27][c:28]2[cH:29][cH:30][c:31]([C:32](=[O:33])[O:34][CH2:35][c:36]3[cH:37][cH:38][cH:39][cH:40][cH:41]3)[cH:42][cH:43]2)[CH3:44])[cH:6][cH:7][c:8]1[NH:9][C:10](=[O:11])[NH:12][c:13]1[c:14]([Br:19])[cH:15][cH:16][cH:17][cH:18]1. The reactants are C(Cl)(Cl)Cl (chloroform), O=C1C2=C(SC3=C(C1)C=CC=N3)C=C(C=C2)C(C(=O)O)C (2-(5,6-dihydro-6oxo benzo[b]pyrido[3,2-f]-thiepin-9yl)-propionic acid), [N+](=[N-])=C (diazomethane), C(C)(=O)O (acetic acid). Run in O (water), C(C)O (ethanol). Run at time 2 minute. The product is O=C1C2=C(SC3=C(C1)C=CC=N3)C=C(C=C2)C(C(=O)OC)C (methyl 2-(5,6-dihydro-6-oxo benzo[b]pyrido[3,2-f]thiepin-9yl)-propionate). RXN SMILES: [O:1]=[C:2]1[CH2:8][C:7]2[CH:9]=[CH:10][CH:11]=[N:12][C:6]=2[S:5][C:4]2[CH:13]=[C:14]([CH:17]([CH3:21])[C:18]([OH:20])=[O:19])[CH:15]=[CH:16][C:3]1=2.[N+](=[CH2:24])=[N-].C(O)(=O)C.C(Cl)(Cl)Cl>C(O)C.O>[O:1]=[C:2]1[CH2:8][C:7]2[CH:9]=[CH:10][CH:11]=[N:12][C:6]=2[S:5][C:4]2[CH:13]=[C:14]([CH:17]([CH3:21])[C:18]([O:20][CH3:24])=[O:19])[CH:15]=[CH:16][C:3]1=2. Procedure: To 30 mg of 2-(5,6-dihydro-6oxo benzo[b]pyrido[3,2-f]-thiepin-9yl)-propionic acid in 5 ml of ethanol was added dropwise etherial solution of diazomethane at 0° C. After 2 minutes, to this was added acetic acid to decompose an excess of the reagent, then were added chloroform and water. The organic layer was collected, washed with 5% sodium hydrogencarbonate solution, then saturated sodium chloride solution, and dried over anhydrous sodium sulfate. The solvent was distilled off to obtain the resi... Starting materials: ClC1=CC=C(CN2C(=CC3=CC(=CC=C23)OCC2=NC3=CC=CC=C3C=C2)CC(C(=O)OC)(C)C)C=C1 (Methyl 3-[N-(4-chlorobenzyl)-5-(quinolin-2-ylmethoxy)indol-2-yl]-2,2-dimethylpropanoate), CC(CC(=O)Cl)C (3-methylbutanoyl chloride). Yields the product ClC1=CC=C(CN2C(=C(C3=CC(=CC=C23)OCC2=NC3=CC=CC=C3C=C2)C(CC(C)C)=O)CC(C(=O)O)(C)C)C=C1 (3-[N-(4-Chlorobenzyl)-3-(3-methylbutanoyl)-5-(quinolin-2-yl-methoxy)indol-2-yl]-2,2-dimethylpropanoic acid). RXN SMILES: [Cl:1][C:2]1[CH:37]=[CH:36][C:5]([CH2:6][N:7]2[C:15]3[C:10](=[CH:11][C:12]([O:16][CH2:17][C:18]4[CH:27]=[CH:26][C:25]5[C:20](=[CH:21][CH:22]=[CH:23][CH:24]=5)[N:19]=4)=[CH:13][CH:14]=3)[CH:9]=[C:8]2[CH2:28][C:29]([CH3:35])([CH3:34])[C:30]([O:32]C)=[O:31])=[CH:4][CH:3]=1.[CH3:38][CH:39]([CH3:44])[CH2:40][C:41](Cl)=[O:42]>>[Cl:1][C:2]1[CH:3]=[CH:4][C:5]([CH2:6][N:7]2[C:15]3[C:10](=[CH:11][C:12]([O:16][CH2:17][C:18]4[CH:27]=[CH:26][C:25]5[C:20](=[CH:21][CH:22]=[CH:23][CH:24]=5)[N:19]=4)=[CH:13][CH:14]=3)[C:9]([C:41](=[O:42])[CH2:40][CH:39]([CH3:44])[CH3:38])=[C:8]2[CH2:28][C:29]([CH3:34])([CH3:35])[C:30]([OH:32])=[O:31])=[CH:36][CH:37]=1. Procedure details: The title compound was prepared according to the conditions described in Step B and Step C of Example 47, from methyl 3-[N-(4-chlorobenzyl)-5-(quinolin-2-ylmethoxy)indol-2-yl]-2,2-dimethyl propanoate (prepared in Step A of Example 47), but using 3-methylbutanoyl chloride in place of trimethylacetyl chloride in Step B. Reactants: CCC=CC#CCO, CCNCCOCCOc1cccc(-c2ccsc2)c1, CCC#CC#CCO, CC(C)(C)C=CC#CCO. The product is CCN(CC#CC=CC(C)(C)C)CCOCCOc1cccc(-c2ccsc2)c1. As a reaction SMILES: [CH2:1]([OH:2])[C:3]#[C:4][CH:5]=[CH:6][CH2:7][CH3:8].[CH2:27]([CH3:28])[NH:29][CH2:30][CH2:31][O:32][CH2:33][CH2:34][O:35][c:36]1[cH:37][c:38](-[c:42]2[cH:43][s:44][cH:45][cH:46]2)[cH:39][cH:40][cH:41]1.[CH2:9]([OH:10])[C:11]#[C:12][C:13]#[C:14][CH2:15][CH3:16].[CH3:17][C:18]([CH:19]=[CH:20][C:21]#[C:22][CH2:23][OH:24])([CH3:25])[CH3:26]>>[CH3:17][C:18]([CH:19]=[CH:20][C:21]#[C:22][CH2:23][N:29]([CH2:27][CH3:28])[CH2:30][CH2:31][O:32][CH2:33][CH2:34][O:35][c:36]1[cH:37][c:38](-[c:42]2[cH:43][s:44][cH:45][cH:46]2)[cH:39][cH:40][cH:41]1)([CH3:25])[CH3:26].